This data is from the Open Reaction Database (ORD), a public repository of structured organic reaction records. The task is: describe an organic reaction: reactants, conditions, products, and yield The reactants are BrC1=CC=C(C=C1)C(C)=O (p-bromoacetophenone), N1CCCCC1 (piperidine). Yields the product N1(CCCCC1)C1=CC=C(C=C1)C(C)=O (1-(4-piperidinophenyl)ethanone). As a reaction SMILES: Br[C:2]1[CH:7]=[CH:6][C:5]([C:8](=[O:10])[CH3:9])=[CH:4][CH:3]=1.[NH:11]1[CH2:16][CH2:15][CH2:14][CH2:13][CH2:12]1>>[N:11]1([C:2]2[CH:7]=[CH:6][C:5]([C:8](=[O:10])[CH3:9])=[CH:4][CH:3]=2)[CH2:16][CH2:15][CH2:14][CH2:13][CH2:12]1. Procedure: without solvents (e.g. B. G. Kresze and H. Goetz, Chem. Berichte 90, 2161, 2174 (1957)), reaction of p-bromoacetophenone with piperidine under reflux with 19% yields of 1-(4-piperidinophenyl)ethanone; or The reactants are C(CCC)C=1N=C(NC(C1CC1=CC=C(C=C1)C=1C(=CC=CC1)C#N)=O)C (4′-[(4-butyl-2-methyl-6-oxo-1,6-dihydropyrimidin-5-yl)methyl]biphenyl-2-carbonitrile), C([O-])([O-])=O.[K+].[K+] (potassium carbonate), ClCC1=NOC(=N1)C1=CSC=C1 (3-(chloromethyl)-5-(3-thienyl)-1,2,4-oxadiazole), CN(C=O)C (N,N-dimethylformamide). The solvent is C(C)(=O)OCC (ethyl acetate). Conditions: temperature 90 celsius, time 2 hour. The product is C(CCC)C=1N=C(N(C(C1CC1=CC=C(C=C1)C=1C(=CC=CC1)C#N)=O)CC1=NOC(=N1)C1=CSC=C1)C (4′-[(4-butyl-2-methyl-6-oxo-1-{[5-(3-thienyl)-1,2,4-oxadiazol-3-yl]methyl}-1,6-dihydropyrimidin-5-yl)methyl]biphenyl-2-carbonitrile). Isolated yield 44.0%. As a reaction SMILES: [CH2:1]([C:5]1[N:6]=[C:7]([CH3:27])[NH:8][C:9](=[O:26])[C:10]=1[CH2:11][C:12]1[CH:17]=[CH:16][C:15]([C:18]2[C:19]([C:24]#[N:25])=[CH:20][CH:21]=[CH:22][CH:23]=2)=[CH:14][CH:13]=1)[CH2:2][CH2:3][CH3:4].C(=O)([O-])[O-].[K+].[K+].Cl[CH2:35][C:36]1[N:40]=[C:39]([C:41]2[CH:45]=[CH:44][S:43][CH:42]=2)[O:38][N:37]=1.CN(C)C=O>C(OCC)(=O)C>[CH2:1]([C:5]1[N:6]=[C:7]([CH3:27])[N:8]([CH2:35][C:36]2[N:40]=[C:39]([C:41]3[CH:45]=[CH:44][S:43][CH:42]=3)[O:38][N:37]=2)[C:9](=[O:26])[C:10]=1[CH2:11][C:12]1[CH:17]=[CH:16][C:15]([C:18]2[C:19]([C:24]#[N:25])=[CH:20][CH:21]=[CH:22][CH:23]=2)=[CH:14][CH:13]=1)[CH2:2][CH2:3][CH3:4] |f:1.2.3|. Procedure: A mixture of 4′-[(4-butyl-2-methyl-6-oxo-1,6-dihydropyrimidin-5-yl)methyl]biphenyl-2-carbonitrile (1.23 g), potassium carbonate (0.94 g), 3-(chloromethyl)-5-(3-thienyl)-1,2,4-oxadiazole (0.75 g) and N,N-dimethylformamide (20 mL) was stirred at 90° C. for 2 hr. The reaction mixture was diluted with ethyl acetate, washed with water and then with saturated brine, and dried over anhydrous magnesium sulfate. The solvent was evaporated under reduced pressure and the residue was purified by silica gel ... The reactants are ClC1=CC=C(C=C1)NC(=O)NCC1CNCCO1 (N-(4-Chlorophenyl)-N′-(morpholin-2-ylmethyl)urea), BrCC1=CC(=CC=C1)Cl (1-(bromomethyl)-3-chlorobenzene). The product is ClC=1C=C(CN2CC(OCC2)CNC(=O)NC2=CC=C(C=C2)Cl)C=CC1 (N-{[4-(3-Chlorobenzyl)morpholin-2-yl]methyl}-N′-(4-chlorophenyl)urea). RXN SMILES: [Cl:1][C:2]1[CH:7]=[CH:6][C:5]([NH:8][C:9]([NH:11][CH2:12][CH:13]2[O:18][CH2:17][CH2:16][NH:15][CH2:14]2)=[O:10])=[CH:4][CH:3]=1.Br[CH2:20][C:21]1[CH:26]=[CH:25][CH:24]=[C:23]([Cl:27])[CH:22]=1>>[Cl:27][C:23]1[CH:22]=[C:21]([CH:26]=[CH:25][CH:24]=1)[CH2:20][N:15]1[CH2:16][CH2:17][O:18][CH:13]([CH2:12][NH:11][C:9]([NH:8][C:5]2[CH:6]=[CH:7][C:2]([Cl:1])=[CH:3][CH:4]=2)=[O:10])[CH2:14]1. Procedure: Example 26 was prepared in an analogous manner to Example 19 using a mixture of Intermediate 9 (0.01 g) and 1-(bromomethyl)-3-chlorobenzene (5.4 μl) to give the title compound (0.0023 g). LC-MS (System A): Rt 2.72 mins, Mass Spectrum m/z 394 [MH+]. Starting materials: Cc1onc2c(=O)[nH]nc(-c3ccccc3)c12, ClCc1ccncc1, Cl, [H-], [Na+]. The product is Cc1onc2c(=O)n(Cc3ccncc3)nc(-c3ccccc3)c12. RXN SMILES: [CH3:1][c:2]1[o:3][n:4][c:5]2[c:6](=[O:17])[nH:7][n:8][c:9](-[c:11]3[cH:12][cH:13][cH:14][cH:15][cH:16]3)[c:10]12.[Cl:21][CH2:22][c:23]1[cH:24][cH:25][n:26][cH:27][cH:28]1.[ClH:20].[H-:18].[Na+:19]>>[CH3:1][c:2]1[o:3][n:4][c:5]2[c:6](=[O:17])[n:7]([CH2:22][c:23]3[cH:24][cH:25][n:26][cH:27][cH:28]3)[n:8][c:9](-[c:11]3[cH:12][cH:13][cH:14][cH:15][cH:16]3)[c:10]12. The reactants are CC1=C2C(=NC=3C=CC=CC13)CCNCC2 (1,2,4,5-tetrahydro-11-methyl-3H-azepino[4,5-b]quinoline), C(C(C)C)(=O)Cl (isobutyryl chloride). Yields the product C(C(C)C)(=O)N1CCC2=NC=3C=CC=CC3C(=C2CC1)C (3-Isobutyryl-1,2,4,5-tetrahydro-11-methyl-3H-azepino[4,5-b]quinoline). Yield: 50.0%. RXN SMILES: [CH3:1][C:2]1[C:11]2[CH:10]=[CH:9][CH:8]=[CH:7][C:6]=2[N:5]=[C:4]2[CH2:12][CH2:13][NH:14][CH2:15][CH2:16][C:3]=12.[C:17](Cl)(=[O:21])[CH:18]([CH3:20])[CH3:19]>>[C:17]([N:14]1[CH2:15][CH2:16][C:3]2[C:4](=[N:5][C:6]3[CH:7]=[CH:8][CH:9]=[CH:10][C:11]=3[C:2]=2[CH3:1])[CH2:12][CH2:13]1)(=[O:21])[CH:18]([CH3:20])[CH3:19]. Procedure details: 3-Isobutyryl-1,2,4,5-tetrahydro-11-methyl-3H-azepino[4,5-b]quinoline was prepared by acylation of 1,2,4,5-tetrahydro-11-methyl-3H-azepino[4,5-b]quinoline with isobutyryl chloride in pryidine. The reactants are FC1=C2C=CC(=CC2=CC=C1)B(O)O (5-fluoro-naphthalene-2-boronic acid), ClC=1C=C(N=NC1)CN1C(=NC=C1)C (5-chloro-3-(2-methyl-imidazol-1-yl-methyl)-pyridazine). Product: FC1=C2C=CC(=CC2=CC=C1)C=1C=C(N=NC1)CN1C(=NC=C1)C (5-(5-Fluoro-naphthalen-2-yl)-3-(2-methyl-imidazol-1-yl-methyl)-pyridazine). Reaction SMILES: [F:1][C:2]1[CH:11]=[CH:10][CH:9]=[C:8]2[C:3]=1[CH:4]=[CH:5][C:6](B(O)O)=[CH:7]2.Cl[C:16]1[CH:17]=[C:18]([CH2:22][N:23]2[CH:27]=[CH:26][N:25]=[C:24]2[CH3:28])[N:19]=[N:20][CH:21]=1>>[F:1][C:2]1[CH:11]=[CH:10][CH:9]=[C:8]2[C:3]=1[CH:4]=[CH:5][C:6]([C:16]1[CH:17]=[C:18]([CH2:22][N:23]3[CH:27]=[CH:26][N:25]=[C:24]3[CH3:28])[N:19]=[N:20][CH:21]=1)=[CH:7]2. Procedure: The title compound, MS: m/e=319.4 (M+H+), was prepared from 5-fluoro-naphthalene-2-boronic acid and 5-chloro-3-(2-methyl-imidazol-1-yl-methyl)-pyridazine. Starting materials: CS(=O)(=O)Cl, CCOC(C)=O, CC#N, CCN(C(C)C)C(C)C, CCOC(=O)C1c2ccccc2C(=O)N(C2CCCCC2N)C1c1ccc(Cl)cc1Cl, O. The product is CCOC(=O)C1c2ccccc2C(=O)N(C2CCCCC2NS(C)(=O)=O)C1c1ccc(Cl)cc1Cl. Reaction SMILES: [CH3:32][S:33]([Cl:34])(=[O:35])=[O:36].[CH3:46][CH2:47][O:48][C:49](=[O:50])[CH3:51].[CH3:52][C:53]#[N:54].[CH:37]([N:38]([CH:39]([CH3:40])[CH3:41])[CH2:42][CH3:43])([CH3:44])[CH3:45].[NH2:1][CH:2]1[CH:3]([N:8]2[C:9](=[O:31])[c:10]3[cH:11][cH:12][cH:13][cH:14][c:15]3[CH:16]([C:26](=[O:27])[O:28][CH2:29][CH3:30])[CH:17]2[c:18]2[c:19]([Cl:25])[cH:20][c:21]([Cl:24])[cH:22][cH:23]2)[CH2:4][CH2:5][CH2:6][CH2:7]1.[OH2:55]>>[NH:1]([CH:2]1[CH:3]([N:8]2[C:9](=[O:31])[c:10]3[cH:11][cH:12][cH:13][cH:14][c:15]3[CH:16]([C:26](=[O:27])[O:28][CH2:29][CH3:30])[CH:17]2[c:18]2[c:19]([Cl:25])[cH:20][c:21]([Cl:24])[cH:22][cH:23]2)[CH2:4][CH2:5][CH2:6][CH2:7]1)[S:33]([CH3:32])(=[O:35])=[O:36].